This data is from the Open Reaction Database (ORD), a public repository of structured organic reaction records. The task is: describe an organic reaction: reactants, conditions, products, and yield The reactants are CC1N(C(CCC1)C)CC=1C=C(OCCCN)C=CC1 (3-[3-[(2,6-dimethyl-1-piperidinyl) methyl]phenoxy]-1-propanamine), BrC1=NN=C(S1)N (5-bromo-1,3,4-thiadiazole-2-amine). Product: CC1N(C(CCC1)C)CC=1C=C(OCCCNC=2SC(=NN2)N)C=CC1 (N-[3-[3-[(2,6-Dimethyl-1-piperidinyl)methyl]phenoxy]propyl]1,3,4-thiadiazole-2,5-diamine). Reaction SMILES: [CH3:1][CH:2]1[CH2:7][CH2:6][CH2:5][CH:4]([CH3:8])[N:3]1[CH2:9][C:10]1[CH:11]=[C:12]([CH:18]=[CH:19][CH:20]=1)[O:13][CH2:14][CH2:15][CH2:16][NH2:17].Br[C:22]1[S:26][C:25]([NH2:27])=[N:24][N:23]=1>>[CH3:8][CH:4]1[CH2:5][CH2:6][CH2:7][CH:2]([CH3:1])[N:3]1[CH2:9][C:10]1[CH:11]=[C:12]([CH:18]=[CH:19][CH:20]=1)[O:13][CH2:14][CH2:15][CH2:16][NH:17][C:22]1[S:26][C:25]([NH2:27])=[N:24][N:23]=1. Procedure details: The compound is prepared by a method analogous to that of Example 51 from 3-[3-[(2,6-dimethyl-1-piperidinyl) methyl]phenoxy]-1-propanamine and 5-bromo-1,3,4-thiadiazole-2-amine. Reactants: ClC(Cl)(Cl)Cl, [Li]CCCC, C1CCOC1, CN(C)CCN(C)C, COC(=O)Cl, COCOc1ccc(F)c2ccccc12. Yields the product COCOc1c(C(=O)OC)cc(F)c2ccccc12. RXN SMILES: [C:39]([Cl:40])([Cl:41])([Cl:42])[Cl:43].[CH2:24]([Li:25])[CH2:26][CH2:27][CH3:28].[CH2:34]1[O:35][CH2:36][CH2:37][CH2:38]1.[CH3:16][N:17]([CH3:18])[CH2:19][CH2:20][N:21]([CH3:22])[CH3:23].[Cl:29][C:30](=[O:31])[O:32][CH3:33].[F:1][c:2]1[cH:3][cH:4][c:5]([O:12][CH2:13][O:14][CH3:15])[c:6]2[cH:7][cH:8][cH:9][cH:10][c:11]12>>[F:1][c:2]1[cH:3][c:4]([C:30](=[O:31])[O:32][CH3:33])[c:5]([O:12][CH2:13][O:14][CH3:15])[c:6]2[cH:7][cH:8][cH:9][cH:10][c:11]12. The reactants are COC1=CC=C(C=C1)C1=NOC2=C1C(=NC(=C2OC(C(C)(C)C)=O)C(=O)OCC)C (Ethyl 3-(4-methoxyphenyl)-4-methyl-7-(pivaloyloxy)isoxazolo[4,5-c]pyridine-6-carboxylate), C1CC(=O)N(C1=O)Br (NBS), C(C1=CC=CC=C1)(=O)OOC(C1=CC=CC=C1)=O (benzoyl peroxide), C(Cl)(Cl)(Cl)Cl (carbon tetrachloride), C1CC(=O)N(C1=O)Br (NBS), C(C1=CC=CC=C1)(=O)OOC(C1=CC=CC=C1)=O (benzoyl peroxide). The solvent is C(Cl)Cl (CH2Cl2). Yields the product BrCC1=NC(=C(C2=C1C(=NO2)C2=CC=C(C=C2)OC)OC(C(C)(C)C)=O)C(=O)OCC (Ethyl 4-(bromomethyl)-3-(4-methoxyphenyl)-7-(pivaloyloxy)isoxazolo[4,5-c]pyridine-6-carboxylate). The yield is 49.4%. RXN SMILES: [CH3:1][O:2][C:3]1[CH:8]=[CH:7][C:6]([C:9]2[C:13]3[C:14]([CH3:30])=[N:15][C:16]([C:25]([O:27][CH2:28][CH3:29])=[O:26])=[C:17]([O:18][C:19](=[O:24])[C:20]([CH3:23])([CH3:22])[CH3:21])[C:12]=3[O:11][N:10]=2)=[CH:5][CH:4]=1.C1C(=O)N([Br:38])C(=O)C1.C(OOC(=O)C1C=CC=CC=1)(=O)C1C=CC=CC=1.C(Cl)(Cl)(Cl)Cl>C(Cl)Cl>[Br:38][CH2:30][C:14]1[C:13]2[C:9]([C:6]3[CH:7]=[CH:8][C:3]([O:2][CH3:1])=[CH:4][CH:5]=3)=[N:10][O:11][C:12]=2[C:17]([O:18][C:19](=[O:24])[C:20]([CH3:23])([CH3:22])[CH3:21])=[C:16]([C:25]([O:27][CH2:28][CH3:29])=[O:26])[N:15]=1. Procedure details: Ethyl 3-(4-methoxyphenyl)-4-methyl-7-(pivaloyloxy)isoxazolo[4,5-c]pyridine-6-carboxylate (58 mg, 0.14 mmol), NBS (28 mg, 0.15 mmol) and benzoyl peroxide (3.4 mg, 0.014 mmol) were added to 3 mL of carbon tetrachloride. The mixture was refluxed for 16 h. After the mixture was cooled to room temperature, another 1 equiv of NBS and 0.1 equiv of benzoyl peroxide were added, and the reaction mixture was refluxed for an additional 16 h. After the mixture was cooled, 20 mL of CH2Cl2 and 1 g of silica ge... Reactants: BrC1=NC(=CC=C1OC)[N+](=O)[O-] (2-Bromo-3-methoxy-6-nitropyridine), [F-].[Cs+] (cesium fluoride), C(C=C)B1OC(C(O1)(C)C)(C)C (2-allyl-4,4,5,5-tetramethyl-1,3,2-dioxaborolane). The reagents and catalysts are C=1C=CC(=CC1)[P](C=2C=CC=CC2)(C=3C=CC=CC3)[Pd]([P](C=4C=CC=CC4)(C=5C=CC=CC5)C=6C=CC=CC6)([P](C=7C=CC=CC7)(C=8C=CC=CC8)C=9C=CC=CC9)[P](C=1C=CC=CC1)(C=1C=CC=CC1)C=1C=CC=CC1 (tetrakis(triphenylphosphine)palladium). The solvent is C1CCOC1 (THF), O (water), C(C)(=O)OCC (ethyl acetate). Run at temperature 66 celsius. The product is C(C=C)C1=NC(=CC=C1OC)[N+](=O)[O-] (2-allyl-3-methoxy-6-nitropyridine). Yield: 74.6%. Reaction SMILES: Br[C:2]1[C:7]([O:8][CH3:9])=[CH:6][CH:5]=[C:4]([N+:10]([O-:12])=[O:11])[N:3]=1.[F-].[Cs+].[CH2:15](B1OC(C)(C)C(C)(C)O1)[CH:16]=[CH2:17]>C1COCC1.O.C(OCC)(=O)C.C1C=CC([P]([Pd]([P](C2C=CC=CC=2)(C2C=CC=CC=2)C2C=CC=CC=2)([P](C2C=CC=CC=2)(C2C=CC=CC=2)C2C=CC=CC=2)[P](C2C=CC=CC=2)(C2C=CC=CC=2)C2C=CC=CC=2)(C2C=CC=CC=2)C2C=CC=CC=2)=CC=1>[CH2:17]([C:2]1[C:7]([O:8][CH3:9])=[CH:6][CH:5]=[C:4]([N+:10]([O-:12])=[O:11])[N:3]=1)[CH:16]=[CH2:15] |f:1.2,^1:42,44,63,82|. Procedure: 2-Bromo-3-methoxy-6-nitropyridine (3.22 g, 13.8 mmol), cesium fluoride (6.3 g, 41.5 mmol) and tetrakis(triphenylphosphine)palladium (0) (1.6 g, 1.38 mmol) were combined with 2-allyl-4,4,5,5-tetramethyl-1,3,2-dioxaborolane (2.55 g, 2.85 mL, 15.2 mmol) in THF (27 mL) and heated at 66° C. for 20 h. The mixture was cooled then diluted with water and ethyl acetate. The phases were separated then the organic phase was washed with water (2×) and brine, concentrated in vacuo and then purified by chromat... The reactants are ClC1=C(C(=NC(=C1[N+](=O)[O-])Cl)C)C(=O)OCC (4,6-dichloro-2-methyl-5-nitropyridine-3-carboxylic acid, ethyl ester), CO (methanol), C(CCC)N (n-butylamine). Run in C(C)N(CC)CC (triethylamine). The product is C(CCC)NC1=C(C(=NC(=C1[N+](=O)[O-])Cl)C)C(=O)OCC (4-butylamino-6-chloro-2-methyl-5-nitropyridine-3-carboxylic acid, ethyl ester). RXN SMILES: Cl[C:2]1[C:7]([N+:8]([O-:10])=[O:9])=[C:6]([Cl:11])[N:5]=[C:4]([CH3:12])[C:3]=1[C:13]([O:15][CH2:16][CH3:17])=[O:14].CO.[CH2:20]([NH2:24])[CH2:21][CH2:22][CH3:23]>C(N(CC)CC)C>[CH2:20]([NH:24][C:2]1[C:7]([N+:8]([O-:10])=[O:9])=[C:6]([Cl:11])[N:5]=[C:4]([CH3:12])[C:3]=1[C:13]([O:15][CH2:16][CH3:17])=[O:14])[CH2:21][CH2:22][CH3:23]. Reported procedure: 139.5 g. of 4,6-dichloro-2-methyl-5-nitropyridine-3-carboxylic acid, ethyl ester (0.5 Mol.) are dissolved in about 500 ml. of methanol. 60 g. of triethylamine are added and the solution is heated at reflux temperature. At this point, 36.5 g. of n-butylamine are added dropwise. After the addition is completed, the heating is continued for ten minutes. The solvent is then removed in vacuo and 500 ml. of ethyl acetate are added to the residue. The triethylamine hydrochloride is filtered off and the... Reactants: CCCC(=O)c1cnc2c(N3C(=O)c4ccccc4C3=O)cccc2c1Cl, Cc1ccccc1N, C1COCCO1. The product is CCCC(=O)c1cnc2c(N3C(=O)c4ccccc4C3=O)cccc2c1Nc1ccccc1C. Reaction SMILES: [C:1]([CH2:2][CH2:3][CH3:4])(=[O:5])[c:6]1[cH:7][n:8][c:9]2[c:10]([N:17]3[C:18](=[O:27])[c:19]4[c:20]([cH:23][cH:24][cH:25][cH:26]4)[C:21]3=[O:22])[cH:11][cH:12][cH:13][c:14]2[c:15]1[Cl:16].[NH2:28][c:29]1[c:30]([CH3:35])[cH:31][cH:32][cH:33][cH:34]1.[O:36]1[CH2:37][CH2:38][O:39][CH2:40][CH2:41]1>>[C:1]([CH2:2][CH2:3][CH3:4])(=[O:5])[c:6]1[cH:7][n:8][c:9]2[c:10]([N:17]3[C:18](=[O:27])[c:19]4[c:20]([cH:23][cH:24][cH:25][cH:26]4)[C:21]3=[O:22])[cH:11][cH:12][cH:13][c:14]2[c:15]1[NH:28][c:29]1[c:30]([CH3:35])[cH:31][cH:32][cH:33][cH:34]1. Reactants: NC1=N[C@](C(C(N1C)=O)(C)C)(C)C1=C(C=CC(=C1)N)F ((S)-2-amino-6-(5-amino-2-fluoro-phenyl)-3,5,5,6-tetramethyl-5,6-dihydro-3H-pyrimidin-4-one), [B][B][B][B][B][B][B][B][B][B] (decaborane), NC1=N[C@](C(C(N1C)=O)(C)C)(C)C1=C(C=CC(=C1)N)F ((S)-2-amino-6-(5-amino-2-fluoro-phenyl)-3,5,5,6-tetramethyl-5,6-dihydro-3H-pyrimidin-4-one), CC=1C=CC=C2CCC(C12)=O (7-methyl-indan-1-one). The product is NC1=N[C@](C(C(N1C)=O)(C)C)(C)C1=C(C=CC(=C1)NC1CCC2=CC=CC(=C12)C)F ((6S)-2-Amino-6-(2-fluoro-5-(7-methyl-2,3-dihydro-1H-inden-1-ylamino)phenyl)-3,5,5,6-tetramethyl-5,6-dihydropyrimidin-4(3H)-one). Reaction SMILES: [NH2:1][C:2]1[N:7]([CH3:8])[C:6](=[O:9])[C:5]([CH3:11])([CH3:10])[C@:4]([C:13]2[CH:18]=[C:17]([NH2:19])[CH:16]=[CH:15][C:14]=2[F:20])([CH3:12])[N:3]=1.[CH3:21][C:22]1[CH:23]=[CH:24][CH:25]=[C:26]2[C:30]=1[C:29](=O)[CH2:28][CH2:27]2.[B][B][B][B][B][B][B][B][B][B]>>[NH2:1][C:2]1[N:7]([CH3:8])[C:6](=[O:9])[C:5]([CH3:10])([CH3:11])[C@:4]([C:13]2[CH:18]=[C:17]([NH:19][CH:29]3[C:30]4[C:26](=[CH:25][CH:24]=[CH:23][C:22]=4[CH3:21])[CH2:27][CH2:28]3)[CH:16]=[CH:15][C:14]=2[F:20])([CH3:12])[N:3]=1 |^3:31,40,^1:32,33,34,35,36,37,38,39|. Procedure details: The reductive amination of (S)-2-amino-6-(5-amino-2-fluoro-phenyl)-3,5,5,6-tetramethyl-5,6-dihydro-3H-pyrimidin-4-one (intermediate J) and 7-methyl-indan-1-one using decaborane yielded a mixture of epimers of the title compound as a colorless waxy solid. MS (ESI): m/z=409.3 [M+H]+. Starting materials: C([O-])([O-])=O.[K+].[K+] (Potassium carbonate), [I-].[K+] (potassium iodide), ClCCOCCCl (bis(2-chloroethyl)ether), NC=1C=CC(=C(C(=O)OC)C1)OCC1=CC=CC=C1 (methyl 5-amino-2-(benzyloxy)benzoate). Solvent: CN(C(C)=O)C (N,N-dimethylacetamide), C(C)(=O)OCC (ethyl acetate), O (water). Reaction conditions: temperature 100 celsius, time 3 hour. Yields the product C(C1=CC=CC=C1)OC1=C(C(=O)OC)C=C(C=C1)N1CCOCC1 (methyl 2-(benzyloxy)-5-(morpholin-4-yl)benzoate). RXN SMILES: C(=O)([O-])[O-].[K+].[K+].[I-].[K+].Cl[CH2:10][CH2:11][O:12][CH2:13][CH2:14]Cl.[NH2:16][C:17]1[CH:18]=[CH:19][C:20]([O:27][CH2:28][C:29]2[CH:34]=[CH:33][CH:32]=[CH:31][CH:30]=2)=[C:21]([CH:26]=1)[C:22]([O:24][CH3:25])=[O:23]>C(OCC)(=O)C.O.CN(C)C(=O)C>[CH2:28]([O:27][C:20]1[CH:19]=[CH:18][C:17]([N:16]2[CH2:14][CH2:13][O:12][CH2:11][CH2:10]2)=[CH:26][C:21]=1[C:22]([O:24][CH3:25])=[O:23])[C:29]1[CH:34]=[CH:33][CH:32]=[CH:31][CH:30]=1 |f:0.1.2,3.4|. Procedure details: Potassium carbonate (0.54 g), potassium iodide (0.11 g), and bis(2-chloroethyl)ether (0.22 mL) were sequentially added to an N,N-dimethylacetamide (3.2 mL) solution of methyl 5-amino-2-(benzyloxy)benzoate (0.40 g), followed by stirring at 100° C. for 3 hours. The reaction mixture was cooled to room temperature, and then water and ethyl acetate were added thereto. The organic layer was separated, washed with a saturated aqueous solution of sodium chloride, and dried over anhydrous magnesium sulfa... Reactants: CN(CCN)C (N,N-Dimethylethylenediamine), ClC1=C(C=C(C(=O)N(C)C)C=C1)[N+](=O)[O-] (4-chloro-N,N-dimethyl-3-nitrobenzamide). Run in C(C)(=O)OCC (ethyl acetate). Reaction conditions: temperature 100 celsius, time 16.5 hour. Product: CN(CCNC1=C(C=C(C(=O)N(C)C)C=C1)[N+](=O)[O-])C (4-{[2-(Dimethylamino)ethyl]amino}-N,N-dimethyl-3-nitrobenzamide). As a reaction SMILES: [CH3:1][N:2]([CH3:6])[CH2:3][CH2:4][NH2:5].Cl[C:8]1[CH:18]=[CH:17][C:11]([C:12]([N:14]([CH3:16])[CH3:15])=[O:13])=[CH:10][C:9]=1[N+:19]([O-:21])=[O:20]>C(OCC)(=O)C>[CH3:1][N:2]([CH3:6])[CH2:3][CH2:4][NH:5][C:8]1[CH:18]=[CH:17][C:11]([C:12]([N:14]([CH3:16])[CH3:15])=[O:13])=[CH:10][C:9]=1[N+:19]([O-:21])=[O:20]. Reported procedure: N,N-Dimethylethylenediamine (2.10 ml) was added to 4-chloro-N,N-dimethyl-3-nitrobenzamide (2.140 g) and the mixture was stirred for 16.5 hours at 100° C. The reaction mixture, with ethyl acetate added thereto, was washed with 1N sodium hydroxide aqueous solution and saturated brine successively, dried over sodium sulfate anhydride, and concentrated, thereby yielding the entitled compound (2.638 g) as orange solid. The reactants are C(CCC)NC1=NC(=C2N=C(N(C2=N1)CC1OCCCC1)OC)N (N2-butyl-8-methoxy-9-(tetrahydro-2H-pyran-2-ylmethyl)-9H-purine-2,6-diamine), Cl (hydrogen chloride). Run in CO (methanol), O1CCOCC1 (1,4-dioxane). Conditions: time 8 hour. The product is NC1=C2NC(N(C2=NC(=N1)NCCCC)CC1OCCCC1)=O (6-Amino-2-butylamino-9-(tetrahydro-2H-Pyran-2-ylmethyl)-7,9-dihydro-8H-Purin-8-one). RXN SMILES: [CH2:1]([NH:5][C:6]1[N:14]=[C:13]2[C:9]([N:10]=[C:11]([O:22]C)[N:12]2[CH2:15][CH:16]2[CH2:21][CH2:20][CH2:19][CH2:18][O:17]2)=[C:8]([NH2:24])[N:7]=1)[CH2:2][CH2:3][CH3:4].Cl>CO.O1CCOCC1>[NH2:24][C:8]1[N:7]=[C:6]([NH:5][CH2:1][CH2:2][CH2:3][CH3:4])[N:14]=[C:13]2[C:9]=1[NH:10][C:11](=[O:22])[N:12]2[CH2:15][CH:16]1[CH2:21][CH2:20][CH2:19][CH2:18][O:17]1. Procedure details: To a solution of N2-butyl-8-methoxy-9-(tetrahydro-2H-pyran-2-ylmethyl)-9H-purine-2,6-diamine in dry methanol (5 ml) at room temperature and under nitrogen was added 4.0M hydrogen chloride in 1,4-dioxane (1.5 ml) in one go. The reaction was left to stir at room temperature overnight. The reaction was concentrated in vacuo and the product purified by MDAP. This afforded the title compound 6 mg (slower-running on MDAP).